This data is from the Open Reaction Database (ORD), a public repository of structured organic reaction records. The task is: describe an organic reaction: reactants, conditions, products, and yield The reactants are CC(C(=O)Cl)(C)C (trimethylacetyl chloride), C([O-])([O-])=O.[K+].[K+] (potassium carbonate), C1(CCCCC1)C[C@H](CN1CCC(CC1)C1=C(C=CC=C1)OC)NC ({(1R)-1-cyclohexylmethyl-2-[4-(2-methoxyphenyl)-piperidin-1-yl]-ethyl}-methyl-amine). Run in O (water), ClCCl (dichloromethane), ClCCl (dichloromethane), O (water). Run at temperature 0 celsius, time 8 hour. Product: C1(CCCCC1)C[C@H](CN1CCC(CC1)C1=C(C=CC=C1)OC)N(C(C(C)(C)C)=O)C (N-{(1R)-1-cyclohexylmethyl-2-[4-(2methoxyphenyl)-piperidin-1-yl]-ethyl}-2,2,N-trimethyl-propionamide), Cl (HCl), white solid. Yield: 58.0%. RXN SMILES: C(=O)([O-])[O-].[K+].[K+].[CH:7]1([CH2:13][C@@H:14]([NH:30][CH3:31])[CH2:15][N:16]2[CH2:21][CH2:20][CH:19]([C:22]3[CH:27]=[CH:26][CH:25]=[CH:24][C:23]=3[O:28][CH3:29])[CH2:18][CH2:17]2)[CH2:12][CH2:11][CH2:10][CH2:9][CH2:8]1.[CH3:32][C:33]([CH3:38])([CH3:37])[C:34]([Cl:36])=[O:35]>ClCCl.O>[CH:7]1([CH2:13][C@@H:14]([N:30]([CH3:31])[C:34](=[O:35])[C:33]([CH3:38])([CH3:37])[CH3:32])[CH2:15][N:16]2[CH2:17][CH2:18][CH:19]([C:22]3[CH:27]=[CH:26][CH:25]=[CH:24][C:23]=3[O:28][CH3:29])[CH2:20][CH2:21]2)[CH2:8][CH2:9][CH2:10][CH2:11][CH2:12]1.[ClH:36] |f:0.1.2|. Procedure: To a solution of 0.08 g of potassium carbonate (0.58 mmol) in 1 ml. of water was added a solution of 0.20 g of {(1R)-1-cyclohexylmethyl-2-[4-(2-methoxyphenyl)-piperidin-1-yl]-ethyl}-methyl-amine (0.58 mmol) in 10 mL of dichloromethane. The resulting mixture was cooled to 0° C. and 0.075 g of trimethylacetyl chloride (0.62 mmol) was added. The reaction was allowed to stir overnight at 0° C., and was then diluted with 5 mL of water and 20 mL of dichloromethane and the phases separated. The aqueous... Starting materials: Cc1ccc(CSCC(NC(=O)OC(C)(C)C)C(=O)O)cc1, CN1CCOCC1, CC(C)COC(=O)Cl, [Na+], C1CCOC1, O=C([O-])O. Product: CNC(=O)C(CSCc1ccc(C)cc1)NC(=O)OC(C)(C)C. As a reaction SMILES: [C:16]([CH3:17])([CH3:18])([CH3:19])[O:20][C:21](=[O:22])[NH:23][CH:24]([C:25](=[O:26])[OH:27])[CH2:28][S:29][CH2:30][c:31]1[cH:32][cH:33][c:34]([CH3:37])[cH:35][cH:36]1.[CH3:1][N:2]1[CH2:3][CH2:4][O:5][CH2:6][CH2:7]1.[Cl:8][C:9]([O:10][CH2:11][CH:12]([CH3:13])[CH3:14])=[O:15].[Na+:38].[O:43]1[CH2:44][CH2:45][CH2:46][CH2:47]1.[OH:39][C:40](=[O:41])[O-:42]>>[CH3:1][NH:2][C:25]([CH:24]([NH:23][C:21]([O:20][C:16]([CH3:17])([CH3:18])[CH3:19])=[O:22])[CH2:28][S:29][CH2:30][c:31]1[cH:32][cH:33][c:34]([CH3:37])[cH:35][cH:36]1)=[O:26]. The reactants are carboxylic acid, C(C)(=O)OC1=CC=C(C=C1)C(C)(C)C1=CC=C(C=C1)OC(C)=O (2,2-bis(4-acetoxyphenyl)propane), C(C1=CC(C(=O)O)=CC=C1)(=O)O (isophthalic acid), CC1=C(C(=CC=C1)C)O.C(Cl)(Cl)Cl.C(C)O (2,6-dimethylphenol chloroform ethanol), ClCC(Cl)(Cl)Cl.C1(=CC=CC=C1)O (tetrachloroethane phenol), [OH-].[K+] (potassium hydroxide). Reaction conditions: temperature 290 celsius. Yields the product OC1=CC=C(C=C1)C(C)(C)C1=CC=C(C=C1)O (2,2-Bis(4-Hydroxyphenyl)Propane). Reaction SMILES: C([O:4][C:5]1[CH:10]=[CH:9][C:8]([C:11]([C:14]2[CH:19]=[CH:18][C:17]([O:20]C(=O)C)=[CH:16][CH:15]=2)([CH3:13])[CH3:12])=[CH:7][CH:6]=1)(=O)C.C(O)(=O)C1C=CC=C(C(O)=O)C=1.ClCC(Cl)(Cl)Cl.C1(O)C=CC=CC=1.CC1C=CC=C(C)C=1O.C(Cl)(Cl)Cl.C(O)C.[OH-].[K+]>>[OH:4][C:5]1[CH:6]=[CH:7][C:8]([C:11]([C:14]2[CH:15]=[CH:16][C:17]([OH:20])=[CH:18][CH:19]=2)([CH3:13])[CH3:12])=[CH:9][CH:10]=1 |f:2.3,4.5.6,7.8|. Procedure details: An equimolar mixture of 2,2-bis(4-acetoxyphenyl)propane (Bisphenol A diacetate) and isophthalic acid is heated gradualy to 290° C. in a stirred vessel under gradually increasing vacuum to remove the acetic acid which is liberated. When the melt viscosity of the condensate reaches a level such that stirring becomes difficult the melt is drained from the reaction vessel and crystallized. The crystallized polymer is subjected to solid state polymerization under vacuum at 280° C. until the inherent ...